Dataset: the Open Reaction Database (ORD), a public repository of structured organic reaction records. Task: describe an organic reaction: reactants, conditions, products, and yield Reactants: CCCC[N+](CCCC)(CCCC)CCCC, CCOC(C)=O, [F-], C[Si](C)(C)c1cn(-c2ccc(I)cc2)nn1. Product: Ic1ccc(-n2ccnn2)cc1. RXN SMILES: [CH3:18][CH2:19][CH2:20][CH2:21][N+:22]([CH2:23][CH2:24][CH2:25][CH3:26])([CH2:27][CH2:28][CH2:29][CH3:30])[CH2:31][CH2:32][CH2:33][CH3:34].[CH3:35][CH2:36][O:37][C:38]([CH3:39])=[O:40].[F-:17].[I:1][c:2]1[cH:3][cH:4][c:5](-[n:8]2[n:9][n:10][c:11]([Si:13]([CH3:14])([CH3:15])[CH3:16])[cH:12]2)[cH:6][cH:7]1>>[I:1][c:2]1[cH:3][cH:4][c:5](-[n:8]2[n:9][n:10][cH:11][cH:12]2)[cH:6][cH:7]1. The reactants are C=CCn1c(=S)[nH]c2c(c1=O)C1(CCCCC1)Cc1ccccc1-2, COc1cccc(CBr)c1, CCO, [K+], [OH-], O. Yields the product C=CCn1c(SCc2cccc(OC)c2)nc2c(c1=O)C1(CCCCC1)Cc1ccccc1-2. Reaction SMILES: [CH2:1]([CH:2]=[CH2:3])[n:4]1[c:5](=[S:24])[nH:6][c:7]2[c:12]([c:13]1=[O:14])[C:11]1([CH2:10][c:9]3[c:8]-2[cH:23][cH:22][cH:21][cH:20]3)[CH2:15][CH2:16][CH2:17][CH2:18][CH2:19]1.[CH3:25][O:26][c:27]1[cH:28][c:29]([CH2:30][Br:31])[cH:32][cH:33][cH:34]1.[CH3:38][CH2:39][OH:40].[K+:36].[OH-:35].[OH2:37]>>[CH2:1]([CH:2]=[CH2:3])[n:4]1[c:5]([S:24][CH2:30][c:29]2[cH:28][c:27]([O:26][CH3:25])[cH:34][cH:33][cH:32]2)[n:6][c:7]2[c:12]([c:13]1=[O:14])[C:11]1([CH2:10][c:9]3[c:8]-2[cH:23][cH:22][cH:21][cH:20]3)[CH2:15][CH2:16][CH2:17][CH2:18][CH2:19]1. Starting materials: CC1(C(N(C2=C(C=CC=C12)C)COCC[Si](C)(C)C)=O)C (3,3,7-trimethyl-1-(2-trimethylsilanylethoxymethyl)-1,3-dihydroindol-2-one), BrN1C(CCC1=O)=O (N-bromosuccinimide), C(C1=CC=CC=C1)(=O)OOC(C1=CC=CC=C1)=O (dibenzoyl peroxide), N(=NC(C#N)(C)C)C(C#N)(C)C (2,2′-azobis(2-methylpropionitrile)). The product is BrCC=1C=CC=C2C(C(N(C12)COCC[Si](C)(C)C)=O)(C)C (7-Bromomethyl-3,3-dimethyl-1-(2-trimethylsilanylethoxymethyl)-1,3-dihydroindol-2-one), SiO2. As a reaction SMILES: [CH3:1][C:2]1([CH3:21])[C:10]2[C:5](=[C:6]([CH3:11])[CH:7]=[CH:8][CH:9]=2)[N:4]([CH2:12][O:13][CH2:14][CH2:15][Si:16]([CH3:19])([CH3:18])[CH3:17])[C:3]1=[O:20].[Br:22]N1C(=O)CCC1=O.C(OOC(=O)C1C=CC=CC=1)(=O)C1C=CC=CC=1.N(C(C)(C)C#N)=NC(C)(C)C#N>C(Cl)(Cl)(Cl)Cl>[Br:22][CH2:11][C:6]1[CH:7]=[CH:8][CH:9]=[C:10]2[C:5]=1[N:4]([CH2:12][O:13][CH2:14][CH2:15][Si:16]([CH3:18])([CH3:17])[CH3:19])[C:3](=[O:20])[C:2]2([CH3:21])[CH3:1]. Procedure: The mixture of 3.10 g of 3,3,7-trimethyl-1-(2-trimethylsilanylethoxymethyl)-1,3-dihydroindol-2-one, 1.86 g of N-bromosuccinimide, 0.050 g of dibenzoyl peroxide and 0.033 g of 2,2′-azobis(2-methylpropionitrile) in 100 ml of carbon tetrachloride is kept at reflux with stirring over 2 hours. The reaction mixture is cooled and clarified by filtration, and the filtrate is concentrated by evaporation. The title compound is obtained as a beige solid from the residue by means of flash chromatography (Si... Run at time 2 hour. Run in C(Cl)(Cl)(Cl)Cl (carbon tetrachloride).